From a dataset of the Open Reaction Database (ORD), a public repository of structured organic reaction records. describe an organic reaction: reactants, conditions, products, and yield Reactants: COc1ncc(F)cc1-c1cc(C=Cc2ccc(N)cn2)c(OC)c(C(C)(C)C)c1, CC(F)(F)F, O=S(=O)(Cl)Cl, c1ccncc1. The product is COc1ncc(F)cc1-c1cc(C=Cc2ccc(NS(=O)(=O)CC(F)(F)F)cn2)c(OC)c(C(C)(C)C)c1. RXN SMILES: [C:1]([CH3:2])([CH3:3])([CH3:4])[c:5]1[c:6]([O:29][CH3:30])[c:7]([CH:20]=[CH:21][c:22]2[cH:23][cH:24][c:25]([NH2:28])[cH:26][n:27]2)[cH:8][c:9](-[c:11]2[c:12]([O:18][CH3:19])[n:13][cH:14][c:15]([F:17])[cH:16]2)[cH:10]1.[F:36][C:37]([CH3:38])([F:39])[F:40].[S:31](=[O:32])(=[O:33])([Cl:34])[Cl:35].[cH:41]1[cH:42][cH:43][n:44][cH:45][cH:46]1>>[C:1]([CH3:2])([CH3:3])([CH3:4])[c:5]1[c:6]([O:29][CH3:30])[c:7]([CH:20]=[CH:21][c:22]2[cH:23][cH:24][c:25]([NH:28][S:31](=[O:32])(=[O:33])[CH2:38][C:37]([F:36])([F:39])[F:40])[cH:26][n:27]2)[cH:8][c:9](-[c:11]2[c:12]([O:18][CH3:19])[n:13][cH:14][c:15]([F:17])[cH:16]2)[cH:10]1. Reactants: CCCCOc1ccc2c(c1)C(=NO)CC(C)(C)O2, C1CCOC1, CO, N. Product: CCCCOc1ccc2c(c1)C(N)CC(C)(C)O2. RXN SMILES: [CH2:1]([CH2:2][CH2:3][CH3:4])[O:5][c:6]1[cH:7][c:8]2[c:13]([cH:14][cH:15]1)[O:12][C:11]([CH3:16])([CH3:17])[CH2:10][C:9]2=[N:18][OH:19].[CH2:22]1[O:23][CH2:24][CH2:25][CH2:26]1.[CH3:20][OH:21].[NH3:27]>>[CH2:1]([CH2:2][CH2:3][CH3:4])[O:5][c:6]1[cH:7][c:8]2[c:13]([cH:14][cH:15]1)[O:12][C:11]([CH3:16])([CH3:17])[CH2:10][CH:9]2[NH2:18]. Starting materials: C(=O)NC=1SC=C(N1)C(C(=O)NC1[C@@H]2N(C(=C(CS2)CSC2=NN=NN2C)C(=O)O)C1=O)=NOCCN (7-[2-(2-formamidothiazol-4-yl)-2-(2-aminoethoxyimino)acetamido]-3-(1-methyl-1H-tetrazol-5-yl)thiomethyl-3-cephem-4-carboxylic acid), Cl (hydrochloric acid). The solvent is CO (methanol). Conditions: time 7 hour. Yields the product Cl.Cl.NC=1SC=C(N1)C(C(=O)NC1[C@@H]2N(C(=C(CS2)CSC2=NN=NN2C)C(=O)O)C1=O)=NOCCN (7-[2-(2-aminothiazol-4-yl)-2-(2-aminoethoxyimino)acetamido]-3-(1-methyl-1H-tetrazol-5-yl)thiomethyl-3-cephem-4-carboxylic acid dihydrochloride). Isolated yield 64.9%. Reaction SMILES: C([NH:3][C:4]1[S:5][CH:6]=[C:7]([C:9](=[N:33][O:34][CH2:35][CH2:36][NH2:37])[C:10]([NH:12][CH:13]2[C:31](=[O:32])[N:15]3[C:16]([C:28]([OH:30])=[O:29])=[C:17]([CH2:20][S:21][C:22]4[N:26]([CH3:27])[N:25]=[N:24][N:23]=4)[CH2:18][S:19][C@H:14]23)=[O:11])[N:8]=1)=O.[ClH:38]>CO>[ClH:38].[ClH:38].[NH2:3][C:4]1[S:5][CH:6]=[C:7]([C:9](=[N:33][O:34][CH2:35][CH2:36][NH2:37])[C:10]([NH:12][CH:13]2[C:31](=[O:32])[N:15]3[C:16]([C:28]([OH:30])=[O:29])=[C:17]([CH2:20][S:21][C:22]4[N:26]([CH3:27])[N:25]=[N:24][N:23]=4)[CH2:18][S:19][C@H:14]23)=[O:11])[N:8]=1 |f:3.4.5|. Procedure: A mixture of 7-[2-(2-formamidothiazol-4-yl)-2-(2-aminoethoxyimino)acetamido]-3-(1-methyl-1H-tetrazol-5-yl)thiomethyl-3-cephem-4-carboxylic acid (syn isomer, 0.30 g.), conc. hydrochloric acid (0.14 g.) and methanol (3.5 ml.) was stirred at room temperature for 7 hours. After concentrating the resultant solution in vacuo, the residue was pulverized with a mixture of diisopropyl ether (10 ml.) and methanol (10 ml.). The precipitates were collected by filtration to give 7-[2-(2-aminothiazol-4-yl)-2-... As a reaction SMILES: [NH2:1][C:2]1[C:3]([N+:16]([O-:18])=[O:17])=[C:4]2[C:8](=[CH:9][C:10]=1[O:11][CH2:12][CH:13]1[O:15][CH2:14]1)[CH2:7][CH2:6][CH2:5]2.[CH2:19]([NH:26][CH2:27][CH2:28][O:29][C:30]1[CH:35]=[CH:34][CH:33]=[CH:32][C:31]=1[O:36][CH2:37][C:38]1[CH:43]=[CH:42][CH:41]=[CH:40][CH:39]=1)[C:20]1[CH:25]=[CH:24][CH:23]=[CH:22][CH:21]=1>>[NH2:1][C:2]1[C:3]([N+:16]([O-:18])=[O:17])=[C:4]2[C:8](=[CH:9][C:10]=1[O:11][CH2:12][CH:13]([OH:15])[CH2:14][N:26]([CH2:27][CH2:28][O:29][C:30]1[CH:35]=[CH:34][CH:33]=[CH:32][C:31]=1[O:36][CH2:37][C:38]1[CH:43]=[CH:42][CH:41]=[CH:40][CH:39]=1)[CH2:19][C:20]1[CH:21]=[CH:22][CH:23]=[CH:24][CH:25]=1)[CH2:7][CH2:6][CH2:5]2. The reactants are NC=1C(=C2CCCC2=CC1OCC1CO1)[N+](=O)[O-] (5-amino-6-(2,3-epoxypropoxy)-4-nitroindane), C(C1=CC=CC=C1)NCCOC1=C(C=CC=C1)OCC1=CC=CC=C1 (N-benzyl-2-(2-benzyloxyphenoxy)-ethylamine). Procedure details: The condensation of 5-amino-6-(2,3-epoxypropoxy)-4-nitroindane and N-benzyl-2-(2-benzyloxyphenoxy)-ethylamine gives 5-amino-6-{3-[N-benzyl-2-(2-benzyloxyphenoxy)-ethylamino]-2-hydroxypropoxy}-4-nitroindane in the form of an oil. This compound, in the form of its hydrochloride, is hydrogenated and hydrogenolytically debenzylated in methanolic solution in the presence of 10% palladium-charcoal to give 4,5-diamino-6-{2-hydroxy-3-[2-(2-hydroxyphenoxy)-ethylamino]-propoxy}-indane hydrochloride; m.p. ... Product: NC=1C(=C2CCCC2=CC1OCC(CN(CC1=CC=CC=C1)CCOC1=C(C=CC=C1)OCC1=CC=CC=C1)O)[N+](=O)[O-] (5-amino-6-{3-[N-benzyl-2-(2-benzyloxyphenoxy)-ethylamino]-2-hydroxypropoxy}-4-nitroindane). Starting materials: BrC/C=C/C(=O)O ((2E)-4-bromobut-2-enoic acid), Cl.ClC=1C=C(C=C(C1)NC=1C2=C(N=CN1)SC1=C2CCNC1)O (3-Chloro-5-(5,6,7,8-tetrahydropyrido[4′,3′:4,5]thieno[2,3-d]pyrimidin-4-ylamino)phenol hydrochloride), COC1CCNCC1 (4-methoxypiperidine). Yields the product ClC=1C=C(C=C(C1)NC=1C2=C(N=CN1)SC1=C2CCN(C1)C(\C=C\CN1CCC(CC1)OC)=O)O (3-Chloro-5-({7-[(2E)-4-(4-methoxypiperidin-1-yl)but-2-enoyl]-5,6,7,8-tetrahydropyrido[4′,3′:4,5]thieno[2,3-d]pyrimidin-4-yl}amino)phenol). Reaction SMILES: Br[CH2:2]/[CH:3]=[CH:4]/[C:5]([OH:7])=O.Cl.[Cl:9][C:10]1[CH:11]=[C:12]([OH:30])[CH:13]=[C:14]([NH:16][C:17]2[C:18]3[C:25]4[CH2:26][CH2:27][NH:28][CH2:29][C:24]=4[S:23][C:19]=3[N:20]=[CH:21][N:22]=2)[CH:15]=1.[CH3:31][O:32][CH:33]1[CH2:38][CH2:37][NH:36][CH2:35][CH2:34]1>>[Cl:9][C:10]1[CH:11]=[C:12]([OH:30])[CH:13]=[C:14]([NH:16][C:17]2[C:18]3[C:25]4[CH2:26][CH2:27][N:28]([C:5](=[O:7])/[CH:4]=[CH:3]/[CH2:2][N:36]5[CH2:37][CH2:38][CH:33]([O:32][CH3:31])[CH2:34][CH2:35]5)[CH2:29][C:24]=4[S:23][C:19]=3[N:20]=[CH:21][N:22]=2)[CH:15]=1 |f:1.2|. Reported procedure: In analogy to Example 130, the title compound was prepared from (2E)-4-bromobut-2-enoic acid (84 mg, 0.41 mmol), 3-chloro-5-(5,6,7,8-tetrahydropyrido[4′,3′:4,5]thieno[2,3-d]pyrimidin-4-ylamino)phenol hydrochloride from Example 65A (100 mg, 0.27 mmol) and 4-methoxypiperidine (50 mg, 0.43 mmol) to yield 33 mg (23%). Reactants: COC(C(CC=C)NC(C1=C(C=CC=C1Cl)Cl)=O)=O (2-(2,6-dichlorobenzamido)pent-4-enoic acid methyl ester), BrC1=CC=C(C=C1)C1(CCOCC1)COC (tetrahydro-4-(4-bromophenyl)-4-(methoxymethyl)-2H-pyran). The product is COC(C(C\C=C\C1=CC=C(C=C1)C1(CCOCC1)COC)NC(C1=C(C=CC=C1Cl)Cl)=O)=O ((E)-2-(2,6-dichlorobenzamido)-5-[4-(tetrahydro-4-(methoxymethyl)-2H-pyran-4-yl)phenyl]pent-4-enoic acid methyl ester). The yield is 74.2%. RXN SMILES: [CH3:1][O:2][C:3](=[O:19])[CH:4]([NH:8][C:9](=[O:18])[C:10]1[C:15]([Cl:16])=[CH:14][CH:13]=[CH:12][C:11]=1[Cl:17])[CH2:5][CH:6]=[CH2:7].Br[C:21]1[CH:26]=[CH:25][C:24]([C:27]2([CH2:33][O:34][CH3:35])[CH2:32][CH2:31][O:30][CH2:29][CH2:28]2)=[CH:23][CH:22]=1>>[CH3:1][O:2][C:3](=[O:19])[CH:4]([NH:8][C:9](=[O:18])[C:10]1[C:11]([Cl:17])=[CH:12][CH:13]=[CH:14][C:15]=1[Cl:16])[CH2:5]/[CH:6]=[CH:7]/[C:21]1[CH:22]=[CH:23][C:24]([C:27]2([CH2:33][O:34][CH3:35])[CH2:32][CH2:31][O:30][CH2:29][CH2:28]2)=[CH:25][CH:26]=1. Procedure details: In the same manner as in Example 1, 2-(2,6-dichlorobenzamido)pent-4-enoic acid methyl ester (78 mg) was reacted with tetrahydro-4-(4-bromophenyl)-4-(methoxymethyl)-2H-pyran (88 mg) to obtain (E)-2-(2,6-dichlorobenzamido)-5-[4-(tetrahydro-4-(methoxymethyl)-2H-pyran-4-yl)phenyl]pent-4-enoic acid methyl ester (97 mg). Column chromatography (silica gel, eluent: hexane/ethyl acetate=2/1) was used for purification. The reactants are [Al+3], CCOc1cc(C(=O)OC)n(Cc2ccccc2)n1, [H-], [H-], [H-], [H-], [Li+], C1CCOC1, O. The product is CCOc1cc(CO)n(Cc2ccccc2)n1. Reaction SMILES: [Al+3:2].[CH2:7]([c:8]1[cH:9][cH:10][cH:11][cH:12][cH:13]1)[n:14]1[n:15][c:16]([O:23][CH2:24][CH3:25])[cH:17][c:18]1[C:19](=[O:20])[O:21][CH3:22].[H-:1].[H-:4].[H-:5].[H-:6].[Li+:3].[O:27]1[CH2:28][CH2:29][CH2:30][CH2:31]1.[OH2:26]>>[CH2:7]([c:8]1[cH:9][cH:10][cH:11][cH:12][cH:13]1)[n:14]1[n:15][c:16]([O:23][CH2:24][CH3:25])[cH:17][c:18]1[CH2:19][OH:20]. Reactants: CC(C)(C)c1ccc(NS(N)(=O)=O)cc1, COc1ccccc1Oc1c(Cl)nc(-c2ccncc2)nc1Cl, [H-], [Na+], CN(C)C=O. The product is COc1ccccc1Oc1c(Cl)nc(-c2ccncc2)nc1NS(=O)(=O)Nc1ccc(C(C)(C)C)cc1. As a reaction SMILES: [C:1]([CH3:2])([CH3:3])([CH3:4])[c:5]1[cH:6][cH:7][c:8]([NH:11][S:12]([NH2:13])(=[O:14])=[O:15])[cH:9][cH:10]1.[Cl:18][c:19]1[n:20][c:21](-[c:35]2[cH:36][cH:37][n:38][cH:39][cH:40]2)[n:22][c:23]([Cl:34])[c:24]1[O:25][c:26]1[c:27]([O:32][CH3:33])[cH:28][cH:29][cH:30][cH:31]1.[H-:16].[Na+:17].[O:41]=[CH:42][N:43]([CH3:44])[CH3:45]>>[C:1]([CH3:2])([CH3:3])([CH3:4])[c:5]1[cH:6][cH:7][c:8]([NH:11][S:12]([NH:13][c:23]2[n:22][c:21](-[c:35]3[cH:36][cH:37][n:38][cH:39][cH:40]3)[n:20][c:19]([Cl:18])[c:24]2[O:25][c:26]2[c:27]([O:32][CH3:33])[cH:28][cH:29][cH:30][cH:31]2)(=[O:14])=[O:15])[cH:9][cH:10]1. Starting materials: C1(=CC=CC=C1)C(NCCSC(=O)NC)(C1=CC=CC=C1)C1=CC=CC=C1 (N-triphenylmethyl-2-methylaminocarbonylthioethylamine), C(=O)O (formic acid). Conditions: temperature 50 celsius, time 30 minute. Product: C(=O)O.CNC(=O)SCCN (2-methylaminocarbonylthioethylamine (formate)). Isolated yield 95.0%. RXN SMILES: C1(C(C2C=CC=CC=2)(C2C=CC=CC=2)[NH:8][CH2:9][CH2:10][S:11][C:12]([NH:14][CH3:15])=[O:13])C=CC=CC=1.[CH:28]([OH:30])=[O:29]>>[CH:28]([OH:30])=[O:29].[CH3:15][NH:14][C:12]([S:11][CH2:10][CH2:9][NH2:8])=[O:13] |f:2.3|. Reported procedure: To N-triphenylmethyl-2-methylaminocarbonylthioethylamine (306 mg) which was prepared by the method of Reference 2 was added formic acid (98%; 5 ml). The reaction solution was stirred at a temperature of 50° C. for 30 minutes and was then concentrated under reduced pressure. The resultant residue was purified without after-treatment by silica gel chromatography using a solvent system of chloroform/methanol/water (6:5:1 v/v) to obtain 139 mg of the desired product with a yield of 95%. Starting materials: COC(C(CC=1C=C2C(=NNC2=C(C1)CC)C)N)=O ((±)-2-amino-3-(7-ethyl-3 methyl-1H-indazol-5-yl)-propionic acid methyl ester), C(=O)(C=1NC=CN1)C=1NC=CN1 (carbonyl diimidazole), N1CCC(CC1)N1C(NC2=CC=CC=C2C1)=O (3-piperidin-4-yl-3,4-dihydro-1H-quinazolin-2-one). The solvent is O1CCCC1 (tetrahydrofuran). Reaction conditions: temperature 0 celsius, time 5 minute. Yields the product COC(C(CC=1C=C2C(=NNC2=C(C1)CC)C)NC(=O)N1CCC(CC1)N1C(NC2=CC=CC=C2C1)=O)=O ((±)-3-(7-Ethyl-3-methyl-1H-indazol-5-yl)-2-{[4-(2-oxo-1,4-dihydro-2H-quinazolin-3-yl)-piperidine-1-carbonyl]-amino}-propionic acid methyl ester). RXN SMILES: [CH3:1][O:2][C:3](=[O:19])[CH:4]([NH2:18])[CH2:5][C:6]1[CH:7]=[C:8]2[C:12](=[C:13]([CH2:15][CH3:16])[CH:14]=1)[NH:11][N:10]=[C:9]2[CH3:17].[C:20](C1NC=CN=1)(C1NC=CN=1)=[O:21].[NH:32]1[CH2:37][CH2:36][CH:35]([N:38]2[CH2:47][C:46]3[C:41](=[CH:42][CH:43]=[CH:44][CH:45]=3)[NH:40][C:39]2=[O:48])[CH2:34][CH2:33]1>O1CCCC1>[CH3:1][O:2][C:3](=[O:19])[CH:4]([NH:18][C:20]([N:32]1[CH2:33][CH2:34][CH:35]([N:38]2[CH2:47][C:46]3[C:41](=[CH:42][CH:43]=[CH:44][CH:45]=3)[NH:40][C:39]2=[O:48])[CH2:36][CH2:37]1)=[O:21])[CH2:5][C:6]1[CH:7]=[C:8]2[C:12](=[C:13]([CH2:15][CH3:16])[CH:14]=1)[NH:11][N:10]=[C:9]2[CH3:17]. Reported procedure: A stirred solution of (±)-2-amino-3-(7-ethyl-3 methyl-1H-indazol-5-yl)-propionic acid methyl ester (0.55 g, 2.1 mmol) in tetrahydrofuran (6 mL) at 0° C. was treated with carbonyl diimidazole (0.37 g, 1.1 equiv). The reaction was stirred for 5 min at 0° C., warmed to room temperature, stirred 10 min, and treated with 3-piperidin-4-yl-3,4-dihydro-1H-quinazolin-2-one (0.53 g, 1.1 equiv). The mixture was stirred at room temperature overnight. The solvent was evaporated and the residue purified by co...